This data is from the Open Reaction Database (ORD), a public repository of structured organic reaction records. The task is: describe an organic reaction: reactants, conditions, products, and yield Reactants: C=CCN=C=O, Cc1ccccc1, NOc1cc(Cl)ccc1Cl. Product: C=CCNC(=O)NOc1cc(Cl)ccc1Cl. As a reaction SMILES: [CH2:11]([CH:12]=[CH2:13])[N:14]=[C:15]=[O:16].[CH3:17][c:18]1[cH:19][cH:20][cH:21][cH:22][cH:23]1.[Cl:1][c:2]1[c:3]([O:4][NH2:5])[cH:6][c:7]([Cl:10])[cH:8][cH:9]1>>[Cl:1][c:2]1[c:3]([O:4][NH:5][C:15]([NH:14][CH2:11][CH:12]=[CH2:13])=[O:16])[cH:6][c:7]([Cl:10])[cH:8][cH:9]1.